The task is: describe an organic reaction: reactants, conditions, products, and yield. This data is from the Open Reaction Database (ORD), a public repository of structured organic reaction records. Starting materials: ClC1=CC=C(C(=N1)N)N (6-Chloropyridine-2,3-diamine), N(=O)[O-].[Na+] (sodium nitrite), N(=O)[O-].[Na+] (sodium nitrite), S(O)(O)(=O)=O (Sulfuric acid). Solvent: O (water), O (water). Run at temperature -15 celsius, time 1 hour. Product: ClC1=CC=C2C(=N1)N=NN2 (5-Chloro-1H-[1,2,3]triazolo[4,5-b]pyridine). RXN SMILES: [Cl:1][C:2]1[N:7]=[C:6]([NH2:8])[C:5]([NH2:9])=[CH:4][CH:3]=1.S(=O)(=O)(O)O.[N:15]([O-])=O.[Na+]>O>[Cl:1][C:2]1[N:7]=[C:6]2[N:8]=[N:15][NH:9][C:5]2=[CH:4][CH:3]=1 |f:2.3|. Procedure details: 6-Chloropyridine-2,3-diamine (Example 23, Step 1) (226 mg, 1.57 mmol) was taken up in warm water (6.3 ml). Sulfuric acid (0.26 ml, 4.72 mmol) was added, and the solution was cooled to −15° C. In a separate flask, sodium nitrite (119 mg, 1.73 mmol) was dissolved in 2 mL cold water. The sodium nitrite solution was added dropwise to the reaction mixture over 15 minutes. The mixture was allowed to stir at −15° C. for 1 hour, then filtered, and the yellow-brown precipitate was collected. The solid wa...